This data is from the Open Reaction Database (ORD), a public repository of structured organic reaction records. The task is: describe an organic reaction: reactants, conditions, products, and yield Starting materials: C(C=C)#N (Acrylonitrile), [H-].[Na+] (Sodium hydride), C(CCCCCCCCC)O (1-decanol). Run in C(C)OCC (diethyl ether). Reaction conditions: temperature 60 celsius. Product: crude residue, C(CCCCCCCCC)OCCC#N (3-(Decyloxy)propanenitrile). Yield: 41.3%. As a reaction SMILES: [H-].[Na+].[CH2:3]([OH:13])[CH2:4][CH2:5][CH2:6][CH2:7][CH2:8][CH2:9][CH2:10][CH2:11][CH3:12].[C:14](#[N:17])[CH:15]=[CH2:16]>C(OCC)C>[CH2:3]([O:13][CH2:16][CH2:15][C:14]#[N:17])[CH2:4][CH2:5][CH2:6][CH2:7][CH2:8][CH2:9][CH2:10][CH2:11][CH3:12] |f:0.1|. Reported procedure: Sodium hydride (200 mg, 5 mmol; washed three times with hexane) was treated with 1-decanol (12 mL, 63 mmol) for 1 hour at room temperature. Acrylonitrile (10 mL, 152 mmol) was added dropwise and the resulting paste warmed to 60° C. for 2 hours. After cooling to room temperature, the paste was dissolved in diethyl ether and washed with copious water, one portion of brine, dried over magnesium sulfate, filtered and concentrated. Chromatography of the crude residue on silica gel using 25-75 ethyl a... Starting materials: C(CCC)(=O)Cl (Butyryl chloride), C(C)(C)(C)OC(=O)NC=1C=C2C(=CC(NC2=CC1)(C)C)C (6-(tert-butoxycarbonyl)amino-1,2-dihydro-2,2,4-trimethylquinoline), N,N-dimethylaminopyridine. Solvent: N1=CC=CC=C1 (pyridine). Conditions: time 18 hour. The product is C(C)(C)(C)OC(=O)NC=1C=C2C(=CC(N(C2=CC1)C(CCC)=O)(C)C)C (6-(tert-Butoxycarbonyl)amino-1-butyryl-1,2-dihydro-2,2,4-trimethylquinoline). Reaction SMILES: [C:1](Cl)(=[O:5])[CH2:2][CH2:3][CH3:4].[C:7]([O:11][C:12]([NH:14][C:15]1[CH:16]=[C:17]2[C:22](=[CH:23][CH:24]=1)[NH:21][C:20]([CH3:26])([CH3:25])[CH:19]=[C:18]2[CH3:27])=[O:13])([CH3:10])([CH3:9])[CH3:8]>N1C=CC=CC=1>[C:7]([O:11][C:12]([NH:14][C:15]1[CH:16]=[C:17]2[C:22](=[CH:23][CH:24]=1)[N:21]([C:1](=[O:5])[CH2:2][CH2:3][CH3:4])[C:20]([CH3:26])([CH3:25])[CH:19]=[C:18]2[CH3:27])=[O:13])([CH3:10])([CH3:8])[CH3:9]. Reported procedure: Butyryl chloride (185 μl) was added dropwise to a solution of 6-(tert-butoxycarbonyl)amino-1,2-dihydro-2,2,4-trimethylquinoline (50 mg) and a catalytic amount of N,N-dimethylaminopyridine in pyridine (4 ml). After stirring for 18 h, the reaction mixture was concentrated in vacuo. The residue was dissolved in ethyl acetate and washed with water. The organic layer was separated, dried (MgSO4) and concentrated in vacuo. The residue was chromatographed on silicagel in heptane/ethyl acetate=1/0=>7/3 ... The reactants are OC(CCCl)COc1ccc(Br)cc1, CCCCO, [I-], [K+], [Na+], [Na+], O=C([O-])[O-], c1ccc(N2CCNCC2)cc1. Yields the product OC(CCN1CCN(c2ccccc2)CC1)COc1ccc(Br)cc1. Reaction SMILES: [Br:1][c:2]1[cH:3][cH:4][c:5]([O:6][CH2:7][CH:8]([CH2:9][CH2:10][Cl:11])[OH:12])[cH:13][cH:14]1.[CH2:35]([OH:36])[CH2:37][CH2:38][CH3:39].[I-:34].[K+:33].[Na+:27].[Na+:28].[O-:29][C:30](=[O:31])[O-:32].[c:15]1([N:21]2[CH2:22][CH2:23][NH:24][CH2:25][CH2:26]2)[cH:16][cH:17][cH:18][cH:19][cH:20]1>>[Br:1][c:2]1[cH:3][cH:4][c:5]([O:6][CH2:7][CH:8]([CH2:9][CH2:10][N:24]2[CH2:23][CH2:22][N:21]([c:15]3[cH:16][cH:17][cH:18][cH:19][cH:20]3)[CH2:26][CH2:25]2)[OH:12])[cH:13][cH:14]1. Reactants: C(C)OC(C(C)N(C(CCCCCNC(=O)OCC1C2=CC=CC=C2C=2C=CC=CC12)=O)CC(=O)OCC)=O ((Ethoxycarbonylmethyl-[6-(9H-fluoren-9-ylmethoxycarbonylamino)-hexanoyl]-amino}-propionic acid ethyl ester). Solvent: N1CCCCC1 (piperidine), CN(C=O)C (dimethylformamide). Run at time 1 hour. Product: C(C)OC(CCN(CC(=O)OCC)C(CCCCCN)=O)=O (3-[(6-Amino-hexanoyl)-ethoxycarbonylmethyl-amino]-propionic acid ethyl ester). RXN SMILES: C(OC(=O)[CH:5]([N:7]([CH2:33][C:34]([O:36][CH2:37][CH3:38])=[O:35])[C:8](=[O:32])[CH2:9][CH2:10][CH2:11][CH2:12][CH2:13][NH:14]C(OCC1C2C=CC=CC=2C2C1=CC=CC=2)=O)[CH3:6])C>N1CCCCC1.CN(C)C=O>[CH2:37]([O:36][C:34](=[O:35])[CH2:6][CH2:5][N:7]([C:8](=[O:32])[CH2:9][CH2:10][CH2:11][CH2:12][CH2:13][NH2:14])[CH2:33][C:34]([O:36][CH2:37][CH3:38])=[O:35])[CH3:38]. Procedure details: 3-{(Ethoxycarbonylmethyl-[6-(9H-fluoren-9-ylmethoxycarbonylamino)-hexanoyl]-amino}-propionic acid ethyl ester AB (11.5 g, 21.3 mmol) was dissolved in 20% piperidine in dimethylformamide at 0° C. The solution was continued stirring for 1 h. The reaction mixture was concentrated under vacuum, water was added to the residue, and the product was extracted with ethyl acetate. The crude product was purified by conversion into its hydrochloride salt.